This data is from the Open Reaction Database (ORD), a public repository of structured organic reaction records. The task is: describe an organic reaction: reactants, conditions, products, and yield The reactants are O=C([O-])[O-], O=[N+]([O-])c1ccccc1S(=O)(=O)N1CC2CC1CN(Cc1ccccc1)C2, [Li+], [Na+], [Na+], CN(C)C=O, [OH-], O=C(O)CS. Yields the product c1ccc(CN2CC3CNC(C3)C2)cc1. As a reaction SMILES: [C:35](=[O:36])([O-:37])[O-:38].[CH2:1]([c:2]1[cH:3][cH:4][cH:5][cH:6][cH:7]1)[N:8]1[CH2:9][CH:10]2[CH2:11][N:12]([S:16]([c:17]3[cH:18][cH:19][cH:20][cH:21][c:22]3[N+:23]([O-:24])=[O:25])(=[O:26])=[O:27])[CH:13]([CH2:14]1)[CH2:15]2.[Li+:33].[Na+:39].[Na+:40].[O:41]=[CH:42][N:43]([CH3:44])[CH3:45].[OH-:34].[SH:28][CH2:29][C:30]([OH:31])=[O:32]>>[CH2:1]([c:2]1[cH:3][cH:4][cH:5][cH:6][cH:7]1)[N:8]1[CH2:9][CH:10]2[CH2:11][NH:12][CH:13]([CH2:14]1)[CH2:15]2. Starting materials: COC=1C=C(C=NNC2=NOCC3=C2C=CC=C3)C=CC1 (4-[2-(3-methoxybenzyliden)hydrazino]-1H-2,3-benzoxazine). The solvent is C=1(C(=CC=CC1)C)C (xylene). Reaction conditions: temperature 0 celsius. Yields the product OCC1=C(C=CC=C1)C1=NC(=NN1)C1=CC(=CC=C1)OC (5-(2-hydroxymethylphenyl)-3-(3-methoxyphenyl)-1H-1,2,4-triazole). As a reaction SMILES: [CH3:1][O:2][C:3]1[CH:4]=[C:5]([CH:19]=[CH:20][CH:21]=1)[CH:6]=[N:7][NH:8][C:9]1[C:14]2[CH:15]=[CH:16][CH:17]=[CH:18][C:13]=2[CH2:12][O:11][N:10]=1>C1(C)C(C)=CC=CC=1>[OH:11][CH2:12][C:13]1[CH:18]=[CH:17][CH:16]=[CH:15][C:14]=1[C:9]1[NH:8][N:7]=[C:6]([C:5]2[CH:19]=[CH:20][CH:21]=[C:3]([O:2][CH3:1])[CH:4]=2)[N:10]=1. Reported procedure: A suspension of 16 g of 4-[2-(3-methoxybenzyliden)hydrazino]-1H-2,3-benzoxazine in 160 ml of anhydrous xylene is refluxed for 45 minutes and then cooled to about 0° C. The solid which precipitates is recovered by filtration and recrystallized from ethanol yielding 14.7 g of the compound of the title. M.p. 157°-59° C. As a reaction SMILES: [CH:1](=O)[CH2:2][CH2:3][C:4]1[CH:9]=[CH:8][CH:7]=[CH:6][CH:5]=1.Cl.Cl.[CH2:13]([O:20][C:21](=[O:27])[C@H:22]([CH:24]([CH3:26])[CH3:25])[NH2:23])[C:14]1[CH:19]=[CH:18][CH:17]=[CH:16][CH:15]=1.C([O-])(=O)C.[Na+].C([BH3-])#N.[Na+]>C(O)(C)C>[CH2:13]([O:20][C:21](=[O:27])[C@H:22]([CH:24]([CH3:25])[CH3:26])[NH:23][CH2:1][CH2:2][CH2:3][C:4]1[CH:9]=[CH:8][CH:7]=[CH:6][CH:5]=1)[C:14]1[CH:19]=[CH:18][CH:17]=[CH:16][CH:15]=1 |f:1.2.3,4.5,6.7|. The solvent is C(C)(C)O (isopropyl alcohol). Reported procedure: A mixture of dihydrocinnamaldehyde (7 mmol), valine benzyl ester dihydrochloride (7 mmol), anhydrous sodium acetate (0.7 g, 21 mmol), and sodium cyanoborohydride (11 mmol) in 200 mL of isopropyl alcohol was stirred at ambient temperature. After 16 h, an additional 0.2 g portion of sodium cyanoborohydride was added and stirring was continued for 4.5 h. After removal of the solvent in vacuo, the residue was taken up in ethyl acetate, washed sequentially with saturated aqueous NaHCO3 and saturated ... Product: C(C1=CC=CC=C1)OC([C@@H](NCCCC1=CC=CC=C1)C(C)C)=O (N-(3-Phenylpropyl)valine Benzyl Ester). Reaction conditions: time 16 hour. The reactants are C(CCC1=CC=CC=C1)=O (dihydrocinnamaldehyde), Cl.Cl.C(C1=CC=CC=C1)OC([C@@H](N)C(C)C)=O (valine benzyl ester dihydrochloride), C(C)(=O)[O-].[Na+] (sodium acetate), C(#N)[BH3-].[Na+] (sodium cyanoborohydride), C(#N)[BH3-].[Na+] (sodium cyanoborohydride). RXN SMILES: C([N:4]1[C:12]2[C:7](=[CH:8][C:9]([N+:13]([O-:15])=[O:14])=[CH:10][CH:11]=2)/[C:6](=[C:16](/[NH:23][C:24]2[CH:29]=[CH:28][C:27]([NH:30][S:31]([C:34]3[CH:39]=[CH:38][C:37]([CH3:40])=[CH:36][CH:35]=3)(=[O:33])=[O:32])=[CH:26][CH:25]=2)\[C:17]2[CH:22]=[CH:21][CH:20]=[CH:19][CH:18]=2)/[C:5]1=[O:41])(=O)C.[CH3:42][N:43]([CH3:48])[C:44](=[O:47])[CH2:45]Br.CC(C)([O-])C.[K+].[OH-].[Na+]>CS(C)=O.CO>[CH3:42][N:43]([CH3:48])[C:44]([CH2:45][N:30]([C:27]1[CH:28]=[CH:29][C:24]([NH:23]/[C:16](=[C:6]2\[C:5](=[O:41])[NH:4][C:12]3[C:7]\2=[CH:8][C:9]([N+:13]([O-:15])=[O:14])=[CH:10][CH:11]=3)/[C:17]2[CH:18]=[CH:19][CH:20]=[CH:21][CH:22]=2)=[CH:25][CH:26]=1)[S:31]([C:34]1[CH:35]=[CH:36][C:37]([CH3:40])=[CH:38][CH:39]=1)(=[O:33])=[O:32])=[O:47] |f:2.3,4.5|. Yields the product CN(C(=O)CN(S(=O)(=O)C1=CC=C(C=C1)C)C1=CC=C(C=C1)N\C(\C1=CC=CC=C1)=C\1/C(NC2=CC=C(C=C12)[N+](=O)[O-])=O)C ((Z)-3-{1-[4-(N-dimethylaminocarbonylmethyl-N-(p-tolylsulphonyl)-amino)-phenylamino]-1-phenyl-methylidene}-5-nitro-2-indolinone). Starting materials: C(C)(=O)N1C(\C(\C2=CC(=CC=C12)[N+](=O)[O-])=C(\C1=CC=CC=C1)/NC1=CC=C(C=C1)NS(=O)(=O)C1=CC=C(C=C1)C)=O ((Z)-1-acetyl-3-{1-[4-(p-tolylsulphonylamino)-phenylamino]-1-phenyl-methylidene}-5-nitro-2-indolinone), CN(C(CBr)=O)C (bromoacetic acid-N,N-dimethylamide), CC(C)([O-])C.[K+] (potassium tert.butoxide), [OH-].[Na+] (sodium hydroxide). Solvent: CS(=O)C (DMSO), CO (methanol). Procedure: Prepared analogously to Examples 82 and 187 from (Z)-1-acetyl-3-{1-[4-(p-tolylsulphonylamino)-phenylamino]-1-phenyl-methylidene}-5-nitro-2-indolinone, bromoacetic acid-N,N-dimethylamide and potassium tert.butoxide in DMSO and subsequent treatment with sodium hydroxide solution in methanol. The reactants are O=C1C[C@@H](CN1[C@@H](C)C1=CC=CC=C1)C(=O)O ((S)-5-oxo-1-((S)-1-phenylethyl)pyrrolidine-3-carboxylic acid), CO.Cl (CH3OH HCl). The product is O=C1C[C@@H](CN1[C@@H](C)C1=CC=CC=C1)C(=O)OC ((S)-methyl 5-oxo-1-((S)-1-phenylethyl)pyrrolidine-3-carboxylate). Reaction SMILES: [O:1]=[C:2]1[N:6]([C@H:7]([C:9]2[CH:14]=[CH:13][CH:12]=[CH:11][CH:10]=2)[CH3:8])[CH2:5][C@@H:4]([C:15]([OH:17])=[O:16])[CH2:3]1.[CH3:18]O.Cl>>[O:1]=[C:2]1[N:6]([C@H:7]([C:9]2[CH:14]=[CH:13][CH:12]=[CH:11][CH:10]=2)[CH3:8])[CH2:5][C@@H:4]([C:15]([O:17][CH3:18])=[O:16])[CH2:3]1 |f:1.2|. Procedure details: (S)-5-oxo-1-((S)-1-phenylethyl)pyrrolidine-3-carboxylic acid (1.16 g, 5 mmol) was treated with CH3OH/HCl (10 mL, 1 M) for 3 h. The excess CH3OH/HCl was removed under reduced pressure. The residue was basified with saturated aqueous NaHCO3 to pH 8. The aqueous phase was extracted with ethyl acetate (50 mL×3). The combined organics were washed with brine, dried over Na2SO4 and evaporated under reduced pressure to give (S)-methyl 5-oxo-1-((S)-1-phenylethyl)pyrrolidine-3-carboxylate, which was used ... Reactants: O.NN (Hydrazine hydrate), CC=1N=CNC1CSCCN=C=S (2-(4-methyl-5-imidazolylmethylthio)ethyl isothiocyanate). The solvent is C(C)O (ethanol). The product is NNC(=S)NCCSCC1=C(N=CN1)C (N-Amino-N'-[2-(4-methyl-5-imidazolylmethylthio)ethyl]thiourea). RXN SMILES: O.[NH2:2][NH2:3].[CH3:4][C:5]1[N:6]=[CH:7][NH:8][C:9]=1[CH2:10][S:11][CH2:12][CH2:13][N:14]=[C:15]=[S:16]>C(O)C>[NH2:2][NH:3][C:15]([NH:14][CH2:13][CH2:12][S:11][CH2:10][C:9]1[NH:8][CH:7]=[N:6][C:5]=1[CH3:4])=[S:16] |f:0.1|. Procedure details: Hydrazine hydrate (0.01 mole) is added to a solution of 2-(4-methyl-5-imidazolylmethylthio)ethyl isothiocyanate (0.01 mole) in ethanol, and stirred for an hour at room temperature to give the title compound.